describe an organic reaction: reactants, conditions, products, and yield From a dataset of the Open Reaction Database (ORD), a public repository of structured organic reaction records. Starting materials: ClC1=C(C(=O)N)C(=CC=C1)[Si](C)(C)C (2-chloro-6-trimethylsilylbenzamide), compound, [OH-].[NH4+] (ammonium hydroxide), C(C1=CC=CC=C1)=O (benzaldehyde), N1N=NC2=C1C=CC=C2 (benzotriazole). The solvent is C1(=CC=CC=C1)C (toluene). Yields the product N1(N=NC2=C1C=CC=C2)C(NC(C2=C(C=CC=C2[Si](C)(C)C)Cl)=O)C2=CC=CC=C2 (N-(1H-Benzotriazol-1-ylphenylmethyl)-2-chloro-6-(trimethylsilyl) benzamide). Isolated yield 11.5%. RXN SMILES: [Cl:1][C:2]1[CH:10]=[CH:9][CH:8]=[C:7]([Si:11]([CH3:14])([CH3:13])[CH3:12])[C:3]=1[C:4]([NH2:6])=[O:5].[OH-].[NH4+].[CH:17](=O)[C:18]1[CH:23]=[CH:22][CH:21]=[CH:20][CH:19]=1.[NH:25]1[C:29]2[CH:30]=[CH:31][CH:32]=[CH:33][C:28]=2[N:27]=[N:26]1>C1(C)C=CC=CC=1>[N:25]1([CH:17]([C:18]2[CH:23]=[CH:22][CH:21]=[CH:20][CH:19]=2)[NH:6][C:4](=[O:5])[C:3]2[C:7]([Si:11]([CH3:14])([CH3:13])[CH3:12])=[CH:8][CH:9]=[CH:10][C:2]=2[Cl:1])[C:29]2[CH:30]=[CH:31][CH:32]=[CH:33][C:28]=2[N:27]=[N:26]1 |f:1.2|. Procedure details: A mixture of 2-chloro-6-trimethylsilylbenzamide (2.27 g, 10 mmol), which may be readily prepared by the reaction of the compound of Example b and ammonium hydroxide, benzaldehyde (1.1 g, 10 mmol), and benzotriazole (1.2 g, 10 mmol) was refluxed 5 days in toluene utilizing a Dean-Stark trap to remove water. The solvent was removed to yield an oil which crystallizes. Recrystallization from ethyl acetate yielded 0.5 g of the title compound. m.p. 184°-186° C. Starting materials: C(CCCCCCCCCCCCCCC)S(=O)(=O)Cl (hexadecanesulfonylchloride), CN(CCCCCCCN)C (7-dimethylaminoheptylamine). Solvent: O1CCCC1 (tetrahydrofuran). Yields the product CN(CCCCCCCNS(=O)(=O)CCCCCCCCCCCCCCCC)C (N-[7-(dimethylamino)heptyl]-1-hexadecanesulfonamide). The yield is 33.6%. RXN SMILES: [CH2:1]([S:17](Cl)(=[O:19])=[O:18])[CH2:2][CH2:3][CH2:4][CH2:5][CH2:6][CH2:7][CH2:8][CH2:9][CH2:10][CH2:11][CH2:12][CH2:13][CH2:14][CH2:15][CH3:16].[CH3:21][N:22]([CH3:31])[CH2:23][CH2:24][CH2:25][CH2:26][CH2:27][CH2:28][CH2:29][NH2:30]>O1CCCC1>[CH3:31][N:22]([CH3:21])[CH2:23][CH2:24][CH2:25][CH2:26][CH2:27][CH2:28][CH2:29][NH:30][S:17]([CH2:1][CH2:2][CH2:3][CH2:4][CH2:5][CH2:6][CH2:7][CH2:8][CH2:9][CH2:10][CH2:11][CH2:12][CH2:13][CH2:14][CH2:15][CH3:16])(=[O:19])=[O:18]. Reported procedure: 650 mg (2 meq) of hexadecanesulfonylchloride are added dropwise to 744 mg (4 meq) of 7-dimethylaminoheptylamine stirring in tetrahydrofuran at 0° C. The reaction mixture is evaporated under reduced pressure (<30° C.) dried in vacuo, and chromatographed on silica gel in the system CH2Cl2 :CH3OH:NH4OH (65:25:4) and fractions 47-52 having Rf 0.9 on TLC S.G. CH2Cl2 :CH3OH:NH4OH are combined, evaporated under reduced pressure <30° C. and dried in vacuo to yield 300 mg of title compound having a m.p. ... Reactants: ClC1=NC(=NC(=C1)Cl)C1=CC=C(C=C1)OC (4,6-dichloro-2-(4-methoxyphenyl)-pyrimidine), CN1CCNCC1 (N-methylpiperazine). The solvent is C(C)O (ethanol). The product is ClC1=NC(=NC(=C1)N1CCN(CC1)C)C1=CC=C(C=C1)OC (4-chloro-2-(4-methoxyphenyl)-6-(4-methyl-1-piperazinyl)-pyrimidine). RXN SMILES: Cl[C:2]1[CH:7]=[C:6]([Cl:8])[N:5]=[C:4]([C:9]2[CH:14]=[CH:13][C:12]([O:15][CH3:16])=[CH:11][CH:10]=2)[N:3]=1.[CH3:17][N:18]1[CH2:23][CH2:22][NH:21][CH2:20][CH2:19]1>C(O)C>[Cl:8][C:6]1[CH:7]=[C:2]([N:21]2[CH2:22][CH2:23][N:18]([CH3:17])[CH2:19][CH2:20]2)[N:3]=[C:4]([C:9]2[CH:14]=[CH:13][C:12]([O:15][CH3:16])=[CH:11][CH:10]=2)[N:5]=1. Procedure details: Employing the procedure of Example XX, 7.7 g. of 4,6-dichloro-2-(4-methoxyphenyl)-pyrimidine is reacted with 6.0 g. of N-methylpiperazine in 45 ml. of absolute ethanol to afford 4-chloro-2-(4-methoxyphenyl)-6-(4-methyl-1-piperazinyl)-pyrimidine, m.p. 88°-90°C. Starting materials: OC(CCC1CCC(N1)=O)CC1=CC=CC=C1 (5-(3-hydroxy-4-phenyl-butyl)-pyrrolidin-2-one), [Si](C)(C)(C(C)(C)C)Cl (tert-butyldimethylsilyl chloride), N1C=NC=C1 (imidazole). Reagents/catalysts: CN(C)C=1C=CN=CC1 (DMAP). Solvent: CN(C)C=O (DMF). Run at time 24 hour. The product is C(C)(C)(C)[Si](OC(CCC1CCC(N1)=O)CC1=CC=CC=C1)(C)C (5-[3-(tert-butyl-dimethyl-silanyloxy)-4-phenyl-butyl]-pyrrolidin-2-one). The yield is 92.7%. Reaction SMILES: [OH:1][CH:2]([CH2:11][C:12]1[CH:17]=[CH:16][CH:15]=[CH:14][CH:13]=1)[CH2:3][CH2:4][CH:5]1[NH:9][C:8](=[O:10])[CH2:7][CH2:6]1.[Si:18](Cl)([C:21]([CH3:24])([CH3:23])[CH3:22])([CH3:20])[CH3:19].N1C=CN=C1>CN(C=O)C.CN(C1C=CN=CC=1)C>[C:21]([Si:18]([CH3:20])([CH3:19])[O:1][CH:2]([CH2:11][C:12]1[CH:13]=[CH:14][CH:15]=[CH:16][CH:17]=1)[CH2:3][CH2:4][CH:5]1[NH:9][C:8](=[O:10])[CH2:7][CH2:6]1)([CH3:24])([CH3:23])[CH3:22]. Procedure details: To a solution of 5-(3-hydroxy-4-phenyl-butyl)-pyrrolidin-2-one (4.3 g, 18.43 mmol) in DMF (86 mL) was added tert-butyldimethylsilyl chloride (3.06 g, 20.3 mmol) followed by imidazole (2.5 g, 37 mmol) and DMAP (225 mg). The reaction mixture was stirred for 24 h and was quenched with saturated aqueous ammonium chloride. The aqueous solution was washed with EtOAc (3×) and the combined organic extracts were dried (MgSO4), filtered and concentrated. The residue was purified by medium pressure chromat... Reactants: CC(NC(=O)OCc1ccccc1)C(C#N)O[Si](C)(C)C(C)(C)C, CCOP([O-])(=S)SCC, O. Product: CC(NC(=O)OCc1ccccc1)C(O[Si](C)(C)C(C)(C)C)C(N)=S. RXN SMILES: [C:1]([CH3:2])([CH3:3])([CH3:4])[Si:5]([O:6][CH:7]([CH:8]([CH3:9])[NH:10][C:11]([O:12][CH2:13][c:14]1[cH:15][cH:16][cH:17][cH:18][cH:19]1)=[O:20])[C:21]#[N:22])([CH3:23])[CH3:24].[CH2:25]([S:27][P:26]([O-:28])([O:29][CH2:30][CH3:31])=[S:32])[CH3:33].[OH2:34]>>[C:1]([CH3:2])([CH3:3])([CH3:4])[Si:5]([O:6][CH:7]([CH:8]([CH3:9])[NH:10][C:11]([O:12][CH2:13][c:14]1[cH:15][cH:16][cH:17][cH:18][cH:19]1)=[O:20])[C:21]([NH2:22])=[S:27])([CH3:23])[CH3:24]. Starting materials: ClC=1C=C(C=CC1Cl)C#CCO (3-(3,4-dichlorophenyl)-2-propyn-1-ol), CC(=O)OI1(C=2C=CC=CC2C(=O)O1)(OC(=O)C)OC(=O)C (Dess-Martin periodinane), NaS2O3, C(=O)(O)[O-].[Na+] (NaHCO3). The solvent is C(Cl)Cl (DCM). Yields the product ClC=1C=C(C=CC1Cl)C#CC=O (3-(3,4-dichlorophenyl)-2-propynal). The yield is 98.3%. Reaction SMILES: [Cl:1][C:2]1[CH:3]=[C:4]([C:9]#[C:10][CH2:11][OH:12])[CH:5]=[CH:6][C:7]=1[Cl:8].CC(OI1(OC(C)=O)(OC(C)=O)OC(=O)C2C=CC=CC1=2)=O.C([O-])(O)=O.[Na+]>C(Cl)Cl>[Cl:1][C:2]1[CH:3]=[C:4]([C:9]#[C:10][CH:11]=[O:12])[CH:5]=[CH:6][C:7]=1[Cl:8] |f:2.3|. Procedure details: To a solution of 3-(3,4-dichlorophenyl)-2-propyn-1-ol (2.980 g, P7, from Method A and B described for P7) in dry DCM (74 mL) and Dess-Martin periodinane (9.43 g) was added. The mixture was stirred at room temperature over night. NaS2O3 (19 g) and NaHCO3 saturated solution were then added to the mixture and it was stirred at room temperature for 1 hour. Then the organic phase was separated and washed with brine. The organic layer was dried and concentrated under reduced pressure to give the crude... Starting materials: COC(=O)C=P(c1ccccc1)(c1ccccc1)c1ccccc1, CCCCCC(=CC=O)c1ccc(OC)c(OC)c1, ClCCl. Product: CCCCCC(=CC=CC(=O)OC)c1ccc(OC)c(OC)c1. As a reaction SMILES: [C:20](=[O:21])([O:22][CH3:23])[CH:24]=[P:25]([c:26]1[cH:27][cH:28][cH:29][cH:30][cH:31]1)([c:32]1[cH:33][cH:34][cH:35][cH:36][cH:37]1)[c:38]1[cH:39][cH:40][cH:41][cH:42][cH:43]1.[CH3:1][O:2][c:3]1[cH:4][c:5]([C:11](=[CH:12][CH:13]=[O:14])[CH2:15][CH2:16][CH2:17][CH2:18][CH3:19])[cH:6][cH:7][c:8]1[O:9][CH3:10].[Cl:44][CH2:45][Cl:46]>>[CH3:1][O:2][c:3]1[cH:4][c:5]([C:11](=[CH:12][CH:13]=[CH:24][C:20](=[O:21])[O:22][CH3:23])[CH2:15][CH2:16][CH2:17][CH2:18][CH3:19])[cH:6][cH:7][c:8]1[O:9][CH3:10]. Starting materials: O (water), C(C)OC(C(Cl)C1=CC=C(C=C1)N1N=CC=C1)=O (α-chloro-4-(pyrazol-1-yl) phenylacetic acid ethyl ester), ClCl (Chlorine). Solvent: C(Cl)(Cl)(Cl)Cl (carbon tetrachloride). The product is C(C)OC(C(=O)C1=CC=C(C=C1)N1N=CC(=C1)Cl)=O (4-(4-chloropyrazol-1-yl) phenylglyoxylic acid ethyl ester). RXN SMILES: [CH2:1]([O:3][C:4](=[O:18])[CH:5]([C:7]1[CH:12]=[CH:11][C:10]([N:13]2[CH:17]=[CH:16][CH:15]=[N:14]2)=[CH:9][CH:8]=1)Cl)[CH3:2].[OH2:19].[Cl:20]Cl>C(Cl)(Cl)(Cl)Cl>[CH2:1]([O:3][C:4](=[O:18])[C:5]([C:7]1[CH:12]=[CH:11][C:10]([N:13]2[CH:17]=[C:16]([Cl:20])[CH:15]=[N:14]2)=[CH:9][CH:8]=1)=[O:19])[CH3:2]. Reported procedure: 2.65 g of α-chloro-4-(pyrazol-1-yl) phenylacetic acid ethyl ester are dissolved in 50 ml of carbon tetrachloride, and 2 ml of water are added. Chlorine is introduced for 30 minutes and the reaction mixture is washed with sodium carbonate solution; concentration is effected, followed by purification through column chromatography on silica gel. (cyclohexane/diethyl ether 4:1). 4-(4-chloropyrazol-1-yl) phenylglyoxylic acid ethyl ester is obtained which, through saponification analogously to Example...